Dataset: the Open Reaction Database (ORD), a public repository of structured organic reaction records. Task: describe an organic reaction: reactants, conditions, products, and yield Reactants: O=C(Cl)c1ccccc1, CCOC(=O)COc1c(C(=O)OC)sc(-c2cccc(N)c2)c1Br, Cl, c1ccncc1. The product is CCOC(=O)COc1c(C(=O)OC)sc(-c2cccc(NC(=O)c3ccccc3)c2)c1Br. RXN SMILES: [C:31]([c:32]1[cH:33][cH:34][cH:35][cH:36][cH:37]1)(=[O:38])[Cl:39].[CH3:7][O:8][C:9](=[O:10])[c:11]1[s:12][c:13](-[c:24]2[cH:25][c:26]([NH2:30])[cH:27][cH:28][cH:29]2)[c:14]([Br:23])[c:15]1[O:16][CH2:17][C:18](=[O:19])[O:20][CH2:21][CH3:22].[ClH:40].[cH:1]1[cH:2][cH:3][n:4][cH:5][cH:6]1>>[CH3:7][O:8][C:9](=[O:10])[c:11]1[s:12][c:13](-[c:24]2[cH:25][c:26]([NH:30][C:31]([c:32]3[cH:33][cH:34][cH:35][cH:36][cH:37]3)=[O:38])[cH:27][cH:28][cH:29]2)[c:14]([Br:23])[c:15]1[O:16][CH2:17][C:18](=[O:19])[O:20][CH2:21][CH3:22]. Reactants: NC1=NC=C(C(=C1N)N[C@H]1[C@H]([C@@H]2C=C[C@H]1C2)C(=O)N)Cl ((1S,2S,3R,4R)-3-(2,3-Diamino-5-chloro-pyridin-4-ylamino)-bicyclo[2.2.1]hept-5-ene-2-carboxylic acid amide), C(C)(C)(C)OC(=O)N1CCC(CC1)N1N=CC(=C1)C=O (4-(4-formyl-pyrazol-1-yl)-piperidine-1-carboxylic acid tert-butyl ester), III, FC(C(=O)O)(F)F (trifluoroacetic acid). The solvent is ClCCl (dichloromethane). The product is ClC=1C(=C2C(=NC1)NC(=N2)C=2C=NN(C2)C2CCNCC2)N[C@H]2[C@H]([C@@H]1C=C[C@H]2C1)C(=O)N ((1S,2S,3R,4R)-3-[6-Chloro-2-(1-piperidin-4-yl-1H-pyrazol-4-yl)-3H-imidazo[4,5-b]pyridine-7-ylamino]-bicyclo[2.2.1]hept-5-ene-2-carboxylic acid amide). Yield: 64.0%. RXN SMILES: [NH2:1][C:2]1[C:7]([NH2:8])=[C:6]([NH:9][C@@H:10]2[C@@H:15]3[CH2:16][C@@H:12]([CH:13]=[CH:14]3)[C@@H:11]2[C:17]([NH2:19])=[O:18])[C:5]([Cl:20])=[CH:4][N:3]=1.C(OC([N:28]1[CH2:33][CH2:32][CH:31]([N:34]2[CH:38]=[C:37]([CH:39]=O)[CH:36]=[N:35]2)[CH2:30][CH2:29]1)=O)(C)(C)C.FC(F)(F)C(O)=O>ClCCl>[Cl:20][C:5]1[C:6]([NH:9][C@@H:10]2[C@@H:15]3[CH2:16][C@@H:12]([CH:13]=[CH:14]3)[C@@H:11]2[C:17]([NH2:19])=[O:18])=[C:7]2[N:8]=[C:39]([C:37]3[CH:36]=[N:35][N:34]([CH:31]4[CH2:32][CH2:33][NH:28][CH2:29][CH2:30]4)[CH:38]=3)[NH:1][C:2]2=[N:3][CH:4]=1. Procedure details: (1S,2S,3R,4R)-3-(2,3-Diamino-5-chloro-pyridin-4-ylamino)-bicyclo[2.2.1]hept-5-ene-2-carboxylic acid amide and 4-(4-formyl-pyrazol-1-yl)-piperidine-1-carboxylic acid tert-butyl ester were reacted in a similar fashion as for the synthesis of III. The resulting product was treated with 20 equivalents of trifluoroacetic acid in dichloromethane at 40° C. overnight. The solution was concentrated and neutralized to afford the title compound as a tan solid (64%). Mp. 203-5° C. 1H NMR (d-4 methanol): 8.2... Reactants: C=C1CCCc2cc(OC)ccc21, CO, ClC(Cl)Cl, O=[N+]([O-])[O-], O=[N+]([O-])[O-], O=[N+]([O-])[O-], O, O, O, [Tl+3]. The product is COc1ccc2c(c1)CCCC(=O)C2. RXN SMILES: [CH3:17][O:18][c:19]1[cH:20][c:21]2[c:26]([cH:27][cH:28]1)[C:25](=[CH2:29])[CH2:24][CH2:23][CH2:22]2.[CH3:34][OH:35].[CH:30]([Cl:31])([Cl:32])[Cl:33].[N+:13]([O-:14])([O-:15])=[O:16].[N+:4]([O-:5])([O-:6])=[O:7].[N+:9]([O-:10])([O-:11])=[O:12].[OH2:1].[OH2:2].[OH2:3].[Tl+3:8]>>[O:1]=[C:29]1[CH2:24][CH2:23][CH2:22][c:21]2[cH:20][c:19]([O:18][CH3:17])[cH:28][cH:27][c:26]2[CH2:25]1. Run in O1CCCC1 (tetrahydrofuran), O (Water). Reactants: CC1CN(S(C1)(=O)=O)C1=CC=C(C(=O)O)C=C1 (4-(4-Methyl-1,1-dioxo-1λ6-isothiazolidin-2-yl)benzoic acid), C1(CC1)C=1C=C(C(=NC1)N1CCNCC1)C (1-(5-cyclopropyl-3-methylpyridin-2-yl)piperazine), ON1N=NC2=C1C=CC=C2 (1-hydroxybenzotriazole), Cl.C(C)N=C=NCCCN(C)C (1-ethyl-3-(3′-dimethylaminopropyl)carbodiimide hydrochloride). Run at time 8 hour. The yield is 33.7%. RXN SMILES: [CH3:1][CH:2]1[CH2:6][S:5](=[O:8])(=[O:7])[N:4]([C:9]2[CH:17]=[CH:16][C:12]([C:13]([OH:15])=O)=[CH:11][CH:10]=2)[CH2:3]1.[CH:18]1([C:21]2[CH:22]=[C:23]([CH3:33])[C:24]([N:27]3[CH2:32][CH2:31][NH:30][CH2:29][CH2:28]3)=[N:25][CH:26]=2)[CH2:20][CH2:19]1.ON1C2C=CC=CC=2N=N1.Cl.C(N=C=NCCCN(C)C)C>O1CCCC1.O>[CH:18]1([C:21]2[CH:22]=[C:23]([CH3:33])[C:24]([N:27]3[CH2:28][CH2:29][N:30]([C:13]([C:12]4[CH:11]=[CH:10][C:9]([N:4]5[CH2:3][CH:2]([CH3:1])[CH2:6][S:5]5(=[O:7])=[O:8])=[CH:17][CH:16]=4)=[O:15])[CH2:31][CH2:32]3)=[N:25][CH:26]=2)[CH2:20][CH2:19]1 |f:3.4|. Procedure: 4-(4-Methyl-1,1-dioxo-1λ6-isothiazolidin-2-yl)benzoic acid (200 mg) described in Preparation Example 15 and 1-(5-cyclopropyl-3-methylpyridin-2-yl)piperazine (170 mg) described in Preparation Example 83 were dissolved in tetrahydrofuran (10 mL), 1-hydroxybenzotriazole 1 hydrate (139 mg) and 1-ethyl-3-(3′-dimethylaminopropyl)carbodiimide hydrochloride (225 mg) were added, and the mixture was stirred at room temperature overnight. Water was added to the reaction mixture, and the mixture was extract... Product: C1(CC1)C=1C=C(C(=NC1)N1CCN(CC1)C(=O)C1=CC=C(C=C1)N1S(CC(C1)C)(=O)=O)C ([4-(5-cyclopropyl-3-methylpyridin-2-yl)piperazin-1-yl][4-(4-methyl-1,1-dioxo-1λ6-isothiazolidin-2-yl)phenyl]methanone).